This data is from the Open Reaction Database (ORD), a public repository of structured organic reaction records. The task is: describe an organic reaction: reactants, conditions, products, and yield The reagents and catalysts are C=1C=CC(=CC1)[P](C=2C=CC=CC2)(C=3C=CC=CC3)[Pd]([P](C=4C=CC=CC4)(C=5C=CC=CC5)C=6C=CC=CC6)([P](C=7C=CC=CC7)(C=8C=CC=CC8)C=9C=CC=CC9)[P](C=1C=CC=CC1)(C=1C=CC=CC1)C=1C=CC=CC1 (Pd(PPh3)4), [Cu]I (copper(I) iodide). Reactants: C1COCCOCCOCCOCCOCCO1 (18-crown-6), [F-].[K+] (potassium fluoride), C[Si](C#CC1(COC1)C)(C)C (trimethyl((3-methyloxetan-3-yl)ethynyl)silane), BrC=1C=C2C(=NC1)OC1=CC=C(C=C1C21COCC(=N1)N)C=1C(=NC=CC1)F (3-bromo-7-(2-fluoropyridin-3-yl)-2′,6′-dihydrospiro[chromeno[2,3-b]pyridine-5,3′-[1,4]oxazin]-5′-amine). Procedure: A vial charged with Pd(PPh3)4 (0.079 g, 0.068 mmol), copper(I) iodide (0.013 g, 0.068 mmol), 18-crown-6 (0.045 g, 0.170 mmol), potassium fluoride (0.118 g, 2.040 mmol), trimethyl((3-methyloxetan-3-yl)ethynyl)silane (0.229 g, 1.360 mmol), and 3-bromo-7-(2-fluoropyridin-3-yl)-2′,6′-dihydrospiro[chromeno[2,3-b]pyridine-5,3′-[1,4]oxazin]-5′-amine (0.300 g, 0.680 mmol) was treated with 3 mL DMF, sealed under argon, and heated to 110° C. overnight. The reaction mixture was then poured onto water (10 m... The yield is 13.8%. Reaction SMILES: C1OCCOCCOCCOCCOCCOC1.[F-].[K+].C[Si](C)(C)[C:23]#[C:24][C:25]1([CH3:29])[CH2:28][O:27][CH2:26]1.Br[C:33]1[CH:34]=[C:35]2[C:46]3([N:51]=[C:50]([NH2:52])[CH2:49][O:48][CH2:47]3)[C:45]3[C:40](=[CH:41][CH:42]=[C:43]([C:53]4[C:54]([F:59])=[N:55][CH:56]=[CH:57][CH:58]=4)[CH:44]=3)[O:39][C:36]2=[N:37][CH:38]=1>C1C=CC([P]([Pd]([P](C2C=CC=CC=2)(C2C=CC=CC=2)C2C=CC=CC=2)([P](C2C=CC=CC=2)(C2C=CC=CC=2)C2C=CC=CC=2)[P](C2C=CC=CC=2)(C2C=CC=CC=2)C2C=CC=CC=2)(C2C=CC=CC=2)C2C=CC=CC=2)=CC=1.[Cu]I.CN(C=O)C>[F:59][C:54]1[C:53]([C:43]2[CH:44]=[C:45]3[C@:46]4([N:51]=[C:50]([NH2:52])[CH2:49][O:48][CH2:47]4)[C:35]4[C:36](=[N:37][CH:38]=[C:33]([C:23]#[C:24][C:25]5([CH3:29])[CH2:28][O:27][CH2:26]5)[CH:34]=4)[O:39][C:40]3=[CH:41][CH:42]=2)=[CH:58][CH:57]=[CH:56][N:55]=1 |f:1.2,^1:63,65,84,103|. Run in CN(C)C=O (DMF). Conditions: temperature 110 celsius. The product is FC1=NC=CC=C1C=1C=C2C(=CC1)OC1=NC=C(C=C1[C@]21COCC(=N1)N)C#CC1(COC1)C ((S)-7-(2-fluoropyridin-3-yl)-3-((3-methyloxetan-3-yl)ethynyl)-2′,6′-dihydrospiro[chromeno[2,3-b]pyridine-5,3′-[1,4]oxazin]-5′-amine). Isolated yield 21.0%. The product is C(C1=CC=CC=C1)NC1=C(C(=C(C=2N3C(N(C21)C2CC2)=CC(N(C3=O)OCC3=CC=CC=C3)=O)F)N3CCN(CC3)C)F (6-benzylamino-2-benzyloxy-5-cyclopropyl-7,9-difluoro-8-(4-methyl-piperazin-1-yl)-1,2,3,5-tetrahydro-pyrimido[1,6-a]benzimidazole-1,3-dione). RXN SMILES: [CH2:1]([NH:8][C:9]1[C:14]2[N:15]([CH:30]3[CH2:32][CH2:31]3)[C:16]([CH2:18][C:19]([NH:21][O:22][CH2:23][C:24]3[CH:29]=[CH:28][CH:27]=[CH:26][CH:25]=3)=[O:20])=[N:17][C:13]=2[C:12]([F:33])=[C:11]([N:34]2[CH2:39][CH2:38][N:37]([CH3:40])[CH2:36][CH2:35]2)[C:10]=1[F:41])[C:2]1[CH:7]=[CH:6][CH:5]=[CH:4][CH:3]=1.CN(C)[CH:44]=[O:45]>>[CH2:1]([NH:8][C:9]1[C:14]2[N:15]([CH:30]3[CH2:32][CH2:31]3)[C:16]3=[CH:18][C:19](=[O:20])[N:21]([O:22][CH2:23][C:24]4[CH:29]=[CH:28][CH:27]=[CH:26][CH:25]=4)[C:44](=[O:45])[N:17]3[C:13]=2[C:12]([F:33])=[C:11]([N:34]2[CH2:35][CH2:36][N:37]([CH3:40])[CH2:38][CH2:39]2)[C:10]=1[F:41])[C:2]1[CH:3]=[CH:4][CH:5]=[CH:6][CH:7]=1. The reactants are C(C1=CC=CC=C1)NC1=C(C(=C(C2=C1N(C(=N2)CC(=O)NOCC2=CC=CC=C2)C2CC2)F)N2CCN(CC2)C)F (2-[7-Benzylamino-1-cyclopropyl-4,6-difluoro-5-(4-methylpiperazin-1-yl)-1H-benzimidazol-2yl]-N-benzyloxy-acetamide), N,N'-carbonyldiimidazole, CN(C=O)C (dimethylformamide). Procedure details: 2-[7-Benzylamino-1-cyclopropyl-4,6-difluoro-5-(4-methylpiperazin-1-yl)-1H-benzimidazol-2yl]-N-benzyloxy-acetamide (2.6 g, 4.64 mmol) is reacted with N,N'-carbonyldiimidazole (1.5 g, 9.28 mmol) in dimethylformamide (50 ml) at room temperature for 1 day. At the end of the reaction, the volatiles are evaporated under reduced pressure and the residue chromatographed on silica gel (eluent: 5% methanol-dichloromethane). The relevant fractions are concentrated in vacuo until crystals form. Filtration a... Reactants: BrC=1C=C2C(=C(C=NC2=CC1)C(=O)C1CC1)NC=1C=NN(C1)C1CCN(CC1)C(=O)OC(C)(C)C (tert-butyl 4-(4-((6-bromo-3-(cyclopropanecarbonyl)quinolin-4-yl)amino)-1H-pyrazol-1-yl)piperidine-1-carboxylate), ClC1=C(C(=CC(=C1)B1OC(C(O1)(C)C)(C)C)Cl)O (2,6-dichloro-4-(4,4,5,5-tetramethyl-1,3,2-dioxaborolan-2-yl)phenol). Yields the product C1(CC1)C(=O)C=1C=NC2=CC=C(C=C2C1NC=1C=NN(C1)C1CCN(CC1)C(=O)OC(C)(C)C)C1=CC(=C(C(=C1)Cl)O)Cl (tert-butyl 4-(4-((3-(cyclopropanecarbonyl)-6-(3,5-dichloro-4-hydroxyphenyl)quinolin-4-yl)amino)-1H-pyrazol-1-yl)piperidine-1-carboxylate). Yield: 57.8%. Reaction SMILES: Br[C:2]1[CH:3]=[C:4]2[C:9](=[CH:10][CH:11]=1)[N:8]=[CH:7][C:6]([C:12]([CH:14]1[CH2:16][CH2:15]1)=[O:13])=[C:5]2[NH:17][C:18]1[CH:19]=[N:20][N:21]([CH:23]2[CH2:28][CH2:27][N:26]([C:29]([O:31][C:32]([CH3:35])([CH3:34])[CH3:33])=[O:30])[CH2:25][CH2:24]2)[CH:22]=1.[Cl:36][C:37]1[CH:42]=[C:41](B2OC(C)(C)C(C)(C)O2)[CH:40]=[C:39]([Cl:52])[C:38]=1[OH:53]>>[CH:14]1([C:12]([C:6]2[CH:7]=[N:8][C:9]3[C:4]([C:5]=2[NH:17][C:18]2[CH:19]=[N:20][N:21]([CH:23]4[CH2:24][CH2:25][N:26]([C:29]([O:31][C:32]([CH3:35])([CH3:33])[CH3:34])=[O:30])[CH2:27][CH2:28]4)[CH:22]=2)=[CH:3][C:2]([C:41]2[CH:42]=[C:37]([Cl:36])[C:38]([OH:53])=[C:39]([Cl:52])[CH:40]=2)=[CH:11][CH:10]=3)=[O:13])[CH2:15][CH2:16]1. Procedure: Following general procedure D, tert-butyl 4-(4-((6-bromo-3-(cyclopropanecarbonyl)quinolin-4-yl)amino)-1H-pyrazol-1-yl)piperidine-1-carboxylate (54 mg, 0.10 mmol) was reacted with 2,6-dichloro-4-(4,4,5,5-tetramethyl-1,3,2-dioxaborolan-2-yl)phenol (43 mg, 0.15 mmol) to afford the desired product (36 mg, 58%) as a yellow-brown solid. ESI MS m/z 622 [C32H33Cl2N5O4+H]+